From a dataset of the Open Reaction Database (ORD), a public repository of structured organic reaction records. describe an organic reaction: reactants, conditions, products, and yield The reactants are C1(=CC=CC=C1)C1C(OC(CC1)=O)=O (dihydro-3-phenyl-2H-pyran-2,6(3H)dione), NCCN1CCC(CC1)NC1=NC2=C(N1CC=1OC=CC1)C=CC=C2 (N-[1-(2-aminoethyl)-4-piperidinyl]-1-(2-furanylmethyl)-1H-benzimidazol-2-amine). The solvent is CN(C=O)C (N,N-dimethylformamide), CN(C=O)C (N,N-dimethylformamide). Reaction conditions: temperature 50 celsius, time 8 hour. Product: O.O1C(=CC=C1)CN1C(=NC2=C1C=CC=C2)NC2CCN(CC2)CCNC=O.O2C(=CC=C2)CN2C(=NC1=C2C=CC=C1)NC1CCN(CC1)CCNC=O (N-[2-[4-[[1-(2-furanylmethyl)-1H-benzimidazol-2-yl]amino]-1-piperidinyl]ethyl]formamide hemihydrate). As a reaction SMILES: [NH2:1][CH2:2][CH2:3][N:4]1[CH2:9][CH2:8][CH:7]([NH:10][C:11]2[N:15]([CH2:16][C:17]3[O:18][CH:19]=[CH:20][CH:21]=3)[C:14]3[CH:22]=[CH:23][CH:24]=[CH:25][C:13]=3[N:12]=2)[CH2:6][CH2:5]1.C1(C2CCC(=O)[O:34][C:33]2=O)C=CC=CC=1>CN(C)C=O>[OH2:18].[O:18]1[CH:19]=[CH:20][CH:21]=[C:17]1[CH2:16][N:15]1[C:14]2[CH:22]=[CH:23][CH:24]=[CH:25][C:13]=2[N:12]=[C:11]1[NH:10][CH:7]1[CH2:8][CH2:9][N:4]([CH2:3][CH2:2][NH:1][CH:33]=[O:34])[CH2:5][CH2:6]1.[O:18]1[CH:19]=[CH:20][CH:21]=[C:17]1[CH2:16][N:15]1[C:14]2[CH:22]=[CH:23][CH:24]=[CH:25][C:13]=2[N:12]=[C:11]1[NH:10][CH:7]1[CH2:8][CH2:9][N:4]([CH2:3][CH2:2][NH:1][CH:33]=[O:34])[CH2:5][CH2:6]1 |f:3.4.5|. Reported procedure: A mixture of 5.09 parts of N-[1-(2-aminoethyl)-4-piperidinyl]-1-(2-furanylmethyl)-1H-benzimidazol-2-amine and 54 parts of N,N-dimethylformamide was stirred and heated at 50° C. and there was added dropwise a solution of 2.8 parts of dihydro-3-phenyl-2H-pyran-2,6(3H)dione in 18 parts of N,N-dimethylformamide. Upon completion, stirring was continued overnight at 50° C. The residue was purified by column chromatography over silica gel using a mixture of trichloromethane and methanol, saturated with... The reactants are CN1CC[C@]23C=4C5=CC=C(C4O[C@H]2C(=O)CC[C@H]3[C@H]1C5)O.Cl (Hydromorphone HCl), CS(=O)(=O)O (methane sulfonic acid), C(CO)O (ethylene glycol), ice NH3. Conditions: temperature 80 celsius. The product is CN1[C@H]2[C@@H]3CCC4(OCCO4)[C@H]4[C@]3(CC1)C1=C(O4)C(=CC=C1C2)O ((4R,4aR,7aR,12bS)-3-methyl-1,2,3,4,4a,5,6,7a-octahydrospiro[4,12-methanobenzofuro[3,2-e]isoquinoline-7,2′-[1,3]dioxolan]-9-ol). Yield: 99.9%. RXN SMILES: [CH3:1][N:2]1[C@@H:19]2[CH2:20][C:7]3=[CH:8][CH:9]=[C:10]([OH:21])[C:11]4[O:12][C@H:13]5[C:14]([CH2:16][CH2:17][C@@H:18]2[C@:5]5([C:6]=43)[CH2:4][CH2:3]1)=[O:15].Cl.CS(O)(=O)=O.[CH2:28](O)[CH2:29][OH:30]>>[CH3:1][N:2]1[CH2:3][CH2:4][C@@:5]23[C:6]4[C:7]5[CH2:20][C@@H:19]1[C@@H:18]2[CH2:17][CH2:16][C:14]1([C@@H:13]3[O:12][C:11]=4[C:10]([OH:21])=[CH:9][CH:8]=5)[O:30][CH2:29][CH2:28][O:15]1 |f:0.1|. Procedure details: To Hydromorphone HCl (15.0 g, 46.7 mmol) was added ethylene glycol (80 mL) and methane sulfonic acid (10 mL) and the reaction heated at 80° C. overnight. The reaction was cooled to room temperature and poured into ice/NH3(aq) (˜350 mL). The product was extracted with dichloromethane and dried over MgSO4 before concentration under reduced pressure to give (4R,4aR,7aR,12bS)-3-methyl-1,2,3,4,4a,5,6,7a-octahydrospiro[4,12-methanobenzofuro[3,2-e]isoquinoline-7,2′-[1,3]dioxolan]-9-ol (19 g, 99.9% LCMS... Product: COC(=O)C=1C=C2CC(COC2=CC1)C(=O)O (chroman-3,6-dicarboxylic acid 6-methyl ester). Reactants: COC(=O)C=1C=C2C=C(COC2=CC1)C(=O)O (2H-chromene-3,6-dicarboxylic acid 6-methyl ester), Pd (OH)2. Reported procedure: A mixture of ester XXXII (2 g, 8.5 mmol) and 300 mg of Pd (OH)2 in 20 mL of MeOH was stirred in an autoclave at 80° C. for 48 h under 40 psi of H2. Then the reaction mixture was filtered, and concentrated to give 1.7 g of chroman-3,6-dicarboxylic acid 6-methyl ester XXXIII (Yield 85%). MS: calc'd 237 (MH+), exp 237 (MH+). Yield: 84.7%. Solvent: CO (MeOH). Reaction conditions: temperature 80 celsius, time 48 hour. Reaction SMILES: [CH3:1][O:2][C:3]([C:5]1[CH:6]=[C:7]2[C:12](=[CH:13][CH:14]=1)[O:11][CH2:10][C:9]([C:15]([OH:17])=[O:16])=[CH:8]2)=[O:4]>CO>[CH3:1][O:2][C:3]([C:5]1[CH:6]=[C:7]2[C:12](=[CH:13][CH:14]=1)[O:11][CH2:10][CH:9]([C:15]([OH:17])=[O:16])[CH2:8]2)=[O:4]. Reactants: C(C)(=O)C=1C=C(C(=C2CCCCC12)OC)[N+](=O)[O-] (8-acetyl-1,2,3,4-tetrahydro-5-methoxy-6-nitronaphthalene), ice water, N (ammonia). Solvent: CS(=O)C (dimethylsulfoxide). The product is 7, C(C)(=O)C=1C=C(C(=C2CCCCC12)N)[N+](=O)[O-] (8-Acetyl-1,2,3,4-tetrahydro-6-nitro-5-naphthylamine). Isolated yield 5.0%. RXN SMILES: [C:1]([C:4]1[CH:5]=[C:6]([N+:16]([O-:18])=[O:17])[C:7](OC)=[C:8]2[C:13]=1[CH2:12][CH2:11][CH2:10][CH2:9]2)(=[O:3])[CH3:2].[NH3:19]>CS(C)=O>[C:1]([C:4]1[CH:5]=[C:6]([N+:16]([O-:18])=[O:17])[C:7]([NH2:19])=[C:8]2[C:13]=1[CH2:12][CH2:11][CH2:10][CH2:9]2)(=[O:3])[CH3:2]. Reported procedure: A solution of 8-acetyl-1,2,3,4-tetrahydro-5-methoxy-6-nitronaphthalene (1.0 g, 4 mmol) in 15 ml of dry dimethylsulfoxide was heated to 100° C. and ammonia was passed into the solution for 3 h. After the solution was added to 100 ml of ice-water, the crude solid was filtered off and washed with water. Recrystallization from ethanol afforded 0.71 g (7 5%) of the pure title compound. M.p. 170°-172° C.; 1H-NMR (DMSO-d6): 1.47-1.93 (m, 4H, 2CH2), 2.27-2.63 (m, 2H, CH2), 2.48 (s, 3H, COCH3), 2.70-3.03... Starting materials: CCOC(=O)c1cc(-c2ccco2)on1, C1CCOC1, CO, [Li+], [OH-]. Product: O=C(O)c1cc(-c2ccco2)on1. RXN SMILES: [CH2:1]([CH3:2])[O:3][C:4](=[O:5])[c:6]1[n:7][o:8][c:9](-[c:11]2[o:12][cH:13][cH:14][cH:15]2)[cH:10]1.[CH2:20]1[O:21][CH2:22][CH2:23][CH2:24]1.[CH3:16][OH:17].[Li+:18].[OH-:19]>>[O:3]=[C:4]([OH:5])[c:6]1[n:7][o:8][c:9](-[c:11]2[o:12][cH:13][cH:14][cH:15]2)[cH:10]1. The reactants are O=C1NN=C(O1)C=1SC=CC1NC(OC(C)(C)C)=O (tert-butyl [2-(5-oxo-4,5-dihydro[1,3,4]oxadiazol-2-yl)thiophen-3-yl]carbamate), Cl (HCl). Solvent: O1CCOCC1 (dioxane). Conditions: time 1 hour. The product is Cl.NC1=C(SC=C1)C1=NNC(O1)=O (5-(3-Aminothiophen-2-yl)-3H-[1,3,4]oxadiazol-2-one hydrochloride). As a reaction SMILES: [O:1]=[C:2]1[O:6][C:5]([C:7]2[S:8][CH:9]=[CH:10][C:11]=2[NH:12]C(=O)OC(C)(C)C)=[N:4][NH:3]1.[ClH:20]>O1CCOCC1>[ClH:20].[NH2:12][C:11]1[CH:10]=[CH:9][S:8][C:7]=1[C:5]1[O:6][C:2](=[O:1])[NH:3][N:4]=1 |f:3.4|. Procedure details: The mixture consisting of 100 mg of tert-butyl [2-(5-oxo-4,5-dihydro[1,3,4]oxadiazol-2-yl)thiophen-3-yl]carbamate and 5 ml of a 4 molar HCl solution in dioxane is stirred for one hour. Afterwards, the volatile fractions are removed under reduced pressure and the residue is stirred with 5 ml of tert-butyl methyl ether and the product is filtered off with suction and dried under reduced pressure.